Task: describe an organic reaction: reactants, conditions, products, and yield. Dataset: the Open Reaction Database (ORD), a public repository of structured organic reaction records The reactants are BrCCCBr, O=C([O-])[O-], COC(=O)c1ccc(O)cc1NC(=O)c1ccc(OC(F)(F)F)cc1, CC(C)=O, [K+], [K+]. Product: COC(=O)c1ccc(OCCCBr)cc1NC(=O)c1ccc(OC(F)(F)F)cc1. RXN SMILES: [Br:26][CH2:27][CH2:28][CH2:29][Br:30].[C:31](=[O:32])([O-:33])[O-:34].[CH3:1][O:2][C:3]([c:4]1[c:5]([NH:11][C:12]([c:13]2[cH:14][cH:15][c:16]([O:19][C:20]([F:21])([F:22])[F:23])[cH:17][cH:18]2)=[O:24])[cH:6][c:7]([OH:10])[cH:8][cH:9]1)=[O:25].[CH3:37][C:38](=[O:39])[CH3:40].[K+:35].[K+:36]>>[CH3:1][O:2][C:3]([c:4]1[c:5]([NH:11][C:12]([c:13]2[cH:14][cH:15][c:16]([O:19][C:20]([F:21])([F:22])[F:23])[cH:17][cH:18]2)=[O:24])[cH:6][c:7]([O:10][CH2:29][CH2:28][CH2:27][Br:26])[cH:8][cH:9]1)=[O:25]. The reactants are [Mg] (magnesium), boronic anhydrides, borinic acids, BrC1=C(C=C(C=C1)F)OC1OCCCC1 (2-bromo-5-fluoro-1-(tetrahydropyran-2-yloxy)benzene), B(OC)(OC)OC (trimethyl borate). The product is FC1=CC(=C(C=C1)B(O)O)OC1OCCCC1 (4-Fluoro-2-(tetrahydropyran-2-yloxy)benzeneboronic acid). RXN SMILES: [Mg].Br[C:3]1[CH:8]=[CH:7][C:6]([F:9])=[CH:5][C:4]=1[O:10][CH:11]1[CH2:16][CH2:15][CH2:14][CH2:13][O:12]1.[B:17](OC)([O:20]C)[O:18]C>>[F:9][C:6]1[CH:7]=[CH:8][C:3]([B:17]([OH:20])[OH:18])=[C:4]([O:10][CH:11]2[CH2:16][CH2:15][CH2:14][CH2:13][O:12]2)[CH:5]=1. Procedure: Procedure analogous to Example 6. Use of 48.6 g (2.00 mol) of magnesium, 510 g (1.85 mol) of 2-bromo-5-fluoro-1-(tetrahydropyran-2-yloxy)benzene and 241.6 ml (2.00 mol) of trimethyl borate. The yield was 434.5 g (1.81 mol), and the product was obtained as a waxy solid which contained varying proportions of boronic anhydrides and borinic acids and was used in the following stage without further purification. The reactants are CCOC(C)=O, O, N#Cc1ccccc1O, O=[N+]([O-])O, O=S(=O)(O)O. The product is N#Cc1cc([N+](=O)[O-])ccc1O. RXN SMILES: [CH3:20][CH2:21][O:22][C:23](=[O:24])[CH3:25].[OH2:19].[OH:10][c:11]1[c:12]([C:13]#[N:14])[cH:15][cH:16][cH:17][cH:18]1.[OH:1][N+:2]([O-:3])=[O:4].[S:5](=[O:6])(=[O:7])([OH:8])[OH:9]>>[O-:1][N+:2](=[O:4])[c:16]1[cH:15][c:12]([C:13]#[N:14])[c:11]([OH:10])[cH:18][cH:17]1.